Dataset: the Open Reaction Database (ORD), a public repository of structured organic reaction records. Task: describe an organic reaction: reactants, conditions, products, and yield Starting materials: C(C)(C)C=1C=C(C=CC1)CN ((3-isopropylphenyl)methanamine), C(C)(C)(C)OC(=O)C1=C(C=CC=C1)C1=CC=C(C=C1)CN1C(=C(C2=CC(=CC=C12)C(=O)O)C)C (1-((2′-(tert-butoxycarbonyl)-[1,1′-biphenyl]-4-yl)methyl)-2,3-dimethyl-1H-indole-5-carboxylic acid). Yields the product C(C)(C)C=1C=C(CNC(=O)C=2C=C3C(=C(N(C3=CC2)CC2=CC=C(C=C2)C=2C(=CC=CC2)C(=O)O)C)C)C=CC1 (4′-((5-((3-isopropylbenzyl)carbamoyl)-2,3-dimethyl-1H-indol-1-yl)methyl)-[1,1′-biphenyl]-2-carboxylic acid). RXN SMILES: [CH:1]([C:4]1[CH:5]=[C:6]([CH2:10][NH2:11])[CH:7]=[CH:8][CH:9]=1)([CH3:3])[CH3:2].C([O:16][C:17]([C:19]1[CH:24]=[CH:23][CH:22]=[CH:21][C:20]=1[C:25]1[CH:30]=[CH:29][C:28]([CH2:31][N:32]2[C:40]3[C:35](=[CH:36][C:37]([C:41](O)=[O:42])=[CH:38][CH:39]=3)[C:34]([CH3:44])=[C:33]2[CH3:45])=[CH:27][CH:26]=1)=[O:18])(C)(C)C>>[CH:1]([C:4]1[CH:5]=[C:6]([CH:7]=[CH:8][CH:9]=1)[CH2:10][NH:11][C:41]([C:37]1[CH:36]=[C:35]2[C:40](=[CH:39][CH:38]=1)[N:32]([CH2:31][C:28]1[CH:27]=[CH:26][C:25]([C:20]3[C:19]([C:17]([OH:18])=[O:16])=[CH:24][CH:23]=[CH:22][CH:21]=3)=[CH:30][CH:29]=1)[C:33]([CH3:45])=[C:34]2[CH3:44])=[O:42])([CH3:3])[CH3:2]. Procedure: The title compound was prepared following the same general protocol as described in Step 8-9, Example 1, using the (3-isopropylphenyl)methanamine and the 1-((2′-(tert-butoxycarbonyl)-[1,1′-biphenyl]-4-yl)methyl)-2,3-dimethyl-1H-indole-5-carboxylic acid. ESI-MS (m/z): 531 [M+H]+. The reactants are BrC1=CC=2C(C3=CC(=CC=C3C2C=C1)Br)(F)F (2,7-Dibromo-9,9-difluoro-9H-fluorene), As(PPh3)3, BrN1C(CCC1=O)=O (N-bromo succinimide), C(C)OC=C[Sn](CCCC)(CCCC)CCCC (Ethoxyvinyl-tributyl tin), C(=O)(OCC1=CC=CC=C1)N1[C@H](C(=O)O)CC(C1)C1CC1 (N-Cbz-4-cyclopropyl (L) Proline), CCN(C(C)C)C(C)C (DIEA). The reagents and catalysts are C=1C=CC(=CC1)[P](C=2C=CC=CC2)(C=3C=CC=CC3)[Pd]([P](C=4C=CC=CC4)(C=5C=CC=CC5)C=6C=CC=CC6)([P](C=7C=CC=CC7)(C=8C=CC=CC8)C=9C=CC=CC9)[P](C=1C=CC=CC1)(C=1C=CC=CC1)C=1C=CC=CC1 (Pd(PPh3)4), Cl[Pd]([P](C1=CC=CC=C1)(C2=CC=CC=C2)C3=CC=CC=C3)([P](C4=CC=CC=C4)(C5=CC=CC=C5)C6=CC=CC=C6)Cl (PdCl2(PPh3)2). Run in O (water), CCOC(=O)C (EtOAc), CCOC(=O)C (EtOAc), O1CCOCC1 (dioxane), CC#N (MeCN). Run at temperature 85 celsius, time 3 hour. Product: BrC1=CC=C2C=3C=CC(=CC3C(C2=C1)(F)F)C(COC(=O)C1N(CC2(CC2)C1)C(=O)OCC1=CC=CC=C1)=O (5-Aza-spiro[2.4]heptane-5,6-dicarboxylic acid 5-benzyl ester 6-[2-(7-bromo-9,9-difluoro-9H-fluoren-2-yl)-2-oxo-ethyl]ester). The yield is 35.1%. RXN SMILES: [Br:1][C:2]1[CH:14]=[CH:13][C:12]2[C:11]3[C:6](=[CH:7][C:8](Br)=[CH:9][CH:10]=3)[C:5]([F:17])([F:16])[C:4]=2[CH:3]=1.[CH2:18]([O:20]C=C[Sn](CCCC)(CCCC)CCCC)[CH3:19].BrN1C(=O)CCC1=O.[C:44]([N:54]1[CH2:61][CH:60]([CH:62]2[CH2:64]C2)[CH2:59][C@H:55]1[C:56]([OH:58])=[O:57])([O:46][CH2:47][C:48]1[CH:53]=[CH:52][CH:51]=[CH:50][CH:49]=1)=[O:45].CCN(C(C)C)C(C)C>O1CCOCC1.CCOC(C)=O.CC#N.C1C=CC([P]([Pd]([P](C2C=CC=CC=2)(C2C=CC=CC=2)C2C=CC=CC=2)([P](C2C=CC=CC=2)(C2C=CC=CC=2)C2C=CC=CC=2)[P](C2C=CC=CC=2)(C2C=CC=CC=2)C2C=CC=CC=2)(C2C=CC=CC=2)C2C=CC=CC=2)=CC=1.Cl[Pd](Cl)([P](C1C=CC=CC=1)(C1C=CC=CC=1)C1C=CC=CC=1)[P](C1C=CC=CC=1)(C1C=CC=CC=1)C1C=CC=CC=1.O>[Br:1][C:2]1[CH:3]=[C:4]2[C:12]([C:11]3[CH:10]=[CH:9][C:8]([C:18](=[O:20])[CH2:19][O:58][C:56]([CH:55]4[CH2:59][C:60]5([CH2:62][CH2:64]5)[CH2:61][N:54]4[C:44]([O:46][CH2:47][C:48]4[CH:49]=[CH:50][CH:51]=[CH:52][CH:53]=4)=[O:45])=[O:57])=[CH:7][C:6]=3[C:5]2([F:17])[F:16])=[CH:13][CH:14]=1 |^1:92,94,113,132,168,187|. Procedure details: 2,7-Dibromo-9,9-difluoro-9H-fluorene (372 mg, 1.04 mmol), Pd(PPh3)4 (30.0 mg, 0.026 mmol), PdCl2(PPh3)2 (18.2 mg, 0.026 mmol), As(PPh3)3 (5.0 mg) were dissolved in dioxane (10 mL) under an argon atmosphere. Ethoxyvinyl-tributyl tin (376.4 mg, 1.04 mmol) was added. The mixture was heated for 140 minutes at 85° C. (oil bath). The reaction was cooled to room temperature. N-bromo succinimide (177 mg, 1.0 mmol) was added followed by water (2 mL). The reaction was stirred at room temperature for 3 hou... Reactants: C1(=CC=CC=C1)CCCC(C)O (5-phenyl-2-pentanol), CS(=O)(=O)Cl (methanesulfonyl chloride). Run in O1CCCC1 (tetrahydrofuran). Yields the product S(C)(=O)(=O)OC(C)CCCC1=CC=CC=C1 (5-Phenyl-2-pentyl Mesylate). The yield is 95.0%. RXN SMILES: [C:1]1([CH2:7][CH2:8][CH2:9][CH:10]([OH:12])[CH3:11])[CH:6]=[CH:5][CH:4]=[CH:3][CH:2]=1.[CH3:13][S:14](Cl)(=[O:16])=[O:15]>O1CCCC1>[S:14]([O:12][CH:10]([CH2:9][CH2:8][CH2:7][C:1]1[CH:6]=[CH:5][CH:4]=[CH:3][CH:2]=1)[CH3:11])(=[O:16])(=[O:15])[CH3:13]. Reported procedure: To a stirred solution of 5-phenyl-2-pentanol (482 g.; 2.94 moles) in tetrahydrofuran (2250 ml.) at 0° C. was added methanesulfonyl chloride (300 ml.) at such a rate that the internal temperature does not rise above 10° C. (total addition time 4.5 hours). After addition is complete, the reaction mixture was allowed to warm to room temperature and stirring was continued for an additional hour. The reaction mixture was filtered and the supernate concentrated to a light yellow oil (2800 g.) which wa... Yields the product CC(C)(C)[SiH2]OC(C)(C)c1nc(Cn2ncc([N+](=O)[O-])n2)co1. Starting materials: CC(C)(C)[SiH2]OC(C)(C)c1nc(COS(C)(=O)=O)co1, CCN(C(C)C)C(C)C, O=[N+]([O-])c1cn[nH]n1, N#N, CN(C)C=O, O. RXN SMILES: [C:3]([CH3:4])([CH3:5])([CH3:6])[SiH2:7][O:8][C:9]([c:10]1[o:11][cH:12][c:13]([CH2:15][O:16][S:17]([CH3:18])(=[O:19])=[O:20])[n:14]1)([CH3:21])[CH3:22].[CH:31]([N:32]([CH2:33][CH3:34])[CH:35]([CH3:36])[CH3:37])([CH3:38])[CH3:39].[N+:23](=[O:24])([O-:25])[c:26]1[n:27][nH:28][n:29][cH:30]1.[N:1]#[N:2].[O:40]=[CH:41][N:42]([CH3:43])[CH3:44].[OH2:45]>>[C:3]([CH3:4])([CH3:5])([CH3:6])[SiH2:7][O:8][C:9]([c:10]1[o:11][cH:12][c:13]([CH2:15][n:28]2[n:27][c:26]([N+:23](=[O:24])[O-:25])[cH:30][n:29]2)[n:14]1)([CH3:21])[CH3:22].